Dataset: the Open Reaction Database (ORD), a public repository of structured organic reaction records. Task: describe an organic reaction: reactants, conditions, products, and yield The reactants are O=C([O-])[O-], CCC(C)=O, C#CCOC(C)(C)CCCC(C)CC=CC(C)=CC(=O)O, CC(C)I, [K+], [K+]. Product: C#CCOC(C)(C)CCCC(C)CC=CC(C)=CC(=O)OC(C)C. As a reaction SMILES: [C:22](=[O:23])([O-:24])[O-:25].[CH2:32]([C:33]([CH3:34])=[O:35])[CH3:36].[CH3:1][C:2](=[CH:3][C:4](=[O:5])[OH:6])[CH:7]=[CH:8][CH2:9][CH:10]([CH2:11][CH2:12][CH2:13][C:14]([CH3:15])([O:16][CH2:17][C:18]#[CH:19])[CH3:20])[CH3:21].[CH:28]([CH3:29])([CH3:30])[I:31].[K+:26].[K+:27]>>[CH3:1][C:2](=[CH:3][C:4]([O:5][CH:28]([CH3:29])[CH3:30])=[O:6])[CH:7]=[CH:8][CH2:9][CH:10]([CH2:11][CH2:12][CH2:13][C:14]([CH3:15])([O:16][CH2:17][C:18]#[CH:19])[CH3:20])[CH3:21]. Reactants: C(C)(=O)C=1C(N(C2=NC(=C(C=C2C1N)C1=CC=C(C=C1)Cl)C1=C(C=C(C=C1)Cl)Cl)C)=O (3-Acetyl-4-amino-6-(4-chlorophenyl)-7-(2,4-dichlorophenyl)-1-methyl-1,8-naphthyridin-2(1H)-one), C(C)(=O)OCC(=O)Cl (acetoxyacetyl chloride). Solvent: CCOC(=O)C (EtOAc), C(C)#N (acetonitrile). Conditions: temperature 90 celsius. Product: C(C)(=O)OCC(=O)NC1=C(C(N(C2=NC(=C(C=C12)C1=CC=C(C=C1)Cl)C1=C(C=C(C=C1)Cl)Cl)C)=O)C(C)=O (2-{[3-acetyl-6-(4-chlorophenyl)-7-(2,4-dichlorophenyl)-1-methyl-2-oxo-1,2-dihydro-1,8-naphthyridin-4-yl]amino}-2-oxoethyl acetate). As a reaction SMILES: [C:1]([C:4]1[C:5](=[O:31])[N:6]([CH3:30])[C:7]2[C:12]([C:13]=1[NH2:14])=[CH:11][C:10]([C:15]1[CH:20]=[CH:19][C:18]([Cl:21])=[CH:17][CH:16]=1)=[C:9]([C:22]1[CH:27]=[CH:26][C:25]([Cl:28])=[CH:24][C:23]=1[Cl:29])[N:8]=2)(=[O:3])[CH3:2].[C:32]([O:35][CH2:36][C:37](Cl)=[O:38])(=[O:34])[CH3:33]>C(#N)C.CCOC(C)=O>[C:32]([O:35][CH2:36][C:37]([NH:14][C:13]1[C:12]2[C:7](=[N:8][C:9]([C:22]3[CH:27]=[CH:26][C:25]([Cl:28])=[CH:24][C:23]=3[Cl:29])=[C:10]([C:15]3[CH:16]=[CH:17][C:18]([Cl:21])=[CH:19][CH:20]=3)[CH:11]=2)[N:6]([CH3:30])[C:5](=[O:31])[C:4]=1[C:1](=[O:3])[CH3:2])=[O:38])(=[O:34])[CH3:33]. Procedure: To the product of Example 2 (120 mg) in acetonitrile (2 mL) was added acetoxyacetyl chloride (0.2 mL). The reaction was heated to 90° C. in a CEM microwave reactor for a total of 34 minutes. The reaction was diluted with EtOAc and was washed with saturated aqueous NaHCO3 solution. The concentrated residue was purified by flash chromatography on silica gel gradient eluted with 0-60% EtOAc in hexane affording the title compound. HPLC/MS: 572.1 (M+1), 574.1 (M+3); Rt=4.06 min. Reactants: COCC(OC=1C=C(C=C2C=C(NC12)C=1SC(CN1)CC(=O)OCC)OC=1C=NC(=CC1)S(=O)(=O)C)COC (Ethyl [2-(7-[2-methoxy-1-(methoxymethyl)ethoxy]-5-{[6-(methylsulfonyl)pyridin-3-yl]oxy}-1H-indol-2-yl)-4,5-dihydro-1,3-thiazol-5-yl]acetate), [OH-].[Na+] (sodium hydroxide). Solvent: O1CCCC1 (tetrahydrofuran), CO (methanol). Run at time 1 hour. Product: COCC(OC=1C=C(C=C2C=C(NC12)C=1SC(CN1)CC(=O)O)OC=1C=NC(=CC1)S(=O)(=O)C)COC ([2-(7-[2-Methoxy-1-(methoxymethyl)ethoxy]-5-{[6-(methylsulfonyl)pyridin-3-yl]oxy}-1H-indol-2-yl)-4,5-dihydro-1,3-thiazol-5-yl]acetic acid). Isolated yield 99.7%. RXN SMILES: [CH3:1][O:2][CH2:3][CH:4]([CH2:37][O:38][CH3:39])[O:5][C:6]1[CH:7]=[C:8]([O:26][C:27]2[CH:28]=[N:29][C:30]([S:33]([CH3:36])(=[O:35])=[O:34])=[CH:31][CH:32]=2)[CH:9]=[C:10]2[C:14]=1[NH:13][C:12]([C:15]1[S:16][CH:17]([CH2:20][C:21]([O:23]CC)=[O:22])[CH2:18][N:19]=1)=[CH:11]2.[OH-].[Na+]>O1CCCC1.CO>[CH3:39][O:38][CH2:37][CH:4]([CH2:3][O:2][CH3:1])[O:5][C:6]1[CH:7]=[C:8]([O:26][C:27]2[CH:28]=[N:29][C:30]([S:33]([CH3:36])(=[O:34])=[O:35])=[CH:31][CH:32]=2)[CH:9]=[C:10]2[C:14]=1[NH:13][C:12]([C:15]1[S:16][CH:17]([CH2:20][C:21]([OH:23])=[O:22])[CH2:18][N:19]=1)=[CH:11]2 |f:1.2|. Procedure details: Ethyl [2-(7-[2-methoxy-1-(methoxymethyl)ethoxy]-5-{[6-(methylsulfonyl)pyridin-3-yl]oxy}-1H-indol-2-yl)-4,5-dihydro-1,3-thiazol-5-yl]acetate (390 mg) was dissolved in a mixture of tetrahydrofuran (5 mL) and methanol (5 mL). To the mixture was added 1M aqueous sodium hydroxide solution (2 mL) and the mixture was stirred at room temperature for 1 h. The mixture was concentrated under reduced pressure. The residue was dissolved in water and 1M hydrochloric acid (2 mL) was added to the mixture. The m...